Dataset: the Open Reaction Database (ORD), a public repository of structured organic reaction records. Task: describe an organic reaction: reactants, conditions, products, and yield The reactants are ClC=1C=C2C(=C(C=NC2=CN1)C#N)O (6-chloro-4-hydroxy-[1,7]naphthyridine-3-carbonitrile), C1(=CC=CC=C1)P(C1=CC=CC=C1)C1=CC=CC=C1 (triphenyl phosphine), C[Si](C)(C)C#C (trimethylsilanylethyne). The reagents and catalysts are C(C)(=O)[O-].[Pd+2].C(C)(=O)[O-] (palladium (II) acetate). The solvent is CN(C=O)C (dimethyl formamide), C(C)N(CC)CC (triethyl amine). Conditions: temperature 120 celsius. Yields the product OC1=C(C=NC2=CN=C(C=C12)C#C[Si](C)(C)C)C#N (4-hydroxy-6-trimethylsilanylethynyl-[1,7]naphthyridine-3-carbonitrile). Reaction SMILES: Cl[C:2]1[CH:3]=[C:4]2[C:9](=[CH:10][N:11]=1)[N:8]=[CH:7][C:6]([C:12]#[N:13])=[C:5]2[OH:14].C1(P(C2C=CC=CC=2)C2C=CC=CC=2)C=CC=CC=1.[CH3:34][Si:35]([C:38]#[CH:39])([CH3:37])[CH3:36]>CN(C)C=O.C(N(CC)CC)C.C([O-])(=O)C.[Pd+2].C([O-])(=O)C>[OH:14][C:5]1[C:4]2[C:9](=[CH:10][N:11]=[C:2]([C:39]#[C:38][Si:35]([CH3:37])([CH3:36])[CH3:34])[CH:3]=2)[N:8]=[CH:7][C:6]=1[C:12]#[N:13] |f:5.6.7|. Procedure: To 1 g of 6-chloro-4-hydroxy-[1,7]naphthyridine-3-carbonitrile in 5 mL each dimethyl formamide and triethyl amine was added 1 g triphenyl phosphine, 7 mL of trimethylsilanylethyne, and 225 mg of palladium (II) acetate. The reaction was heated at 120° C. for 18 hours, stripped of solvent, and purified by flash chromatography on silica gel with a methanol/chloroform gradient. Recrystallization from ethanol containing a small amount of water yielded 690 mg of 4-hydroxy-6-trimethylsilanylethynyl-[1,... Procedure: A mixture of methyl P-ethyl-2-nitro-5-(2-chloro-4-trifluoromethylphenoxy)phenylphosphinate (700 mg, 1.65 mmol) and thionyl chloride (5 ml) is heated under reflux for 2 hours. The reaction mixture is concentrated to dryness to give P-ethyl-2-nitro-5-(2-chloro-4-trifluoromethylphenoxy)phenylphosphinic chloride. To a solution of the phosphinic chloride in methylene chloride (8 ml) is added methyl 2-hydroxyimino-3-methylbutanoate (320 mg, 2.48 mmol) in one portion. The mixture is stirred at RT for 3... Product: C(C)P(=O)(ON=C(C(=O)OC)C(C)C)C1=C(C=CC(=C1)OC1=C(C=C(C=C1)C(F)(F)F)Cl)[N+](=O)[O-] (methyl 2-[P-ethyl-2-nitro-5-(2-chloro-4-trifluoromethylphenoxy)phenylphosphinyloxyimino]-3-methylbutanoate). Reaction SMILES: [CH2:1]([P:3](Cl)([C:5]1[CH:10]=[C:9]([O:11][C:12]2[CH:17]=[CH:16][C:15]([C:18]([F:21])([F:20])[F:19])=[CH:14][C:13]=2[Cl:22])[CH:8]=[CH:7][C:6]=1[N+:23]([O-:25])=[O:24])=[O:4])[CH3:2].[OH:27][N:28]=[C:29]([CH:34]([CH3:36])[CH3:35])[C:30]([O:32][CH3:33])=[O:31]>C(Cl)Cl>[CH2:1]([P:3]([C:5]1[CH:10]=[C:9]([O:11][C:12]2[CH:17]=[CH:16][C:15]([C:18]([F:21])([F:20])[F:19])=[CH:14][C:13]=2[Cl:22])[CH:8]=[CH:7][C:6]=1[N+:23]([O-:25])=[O:24])([O:27][N:28]=[C:29]([CH:34]([CH3:36])[CH3:35])[C:30]([O:32][CH3:33])=[O:31])=[O:4])[CH3:2]. The reactants are C(C)P(=O)(C1=C(C=CC(=C1)OC1=C(C=C(C=C1)C(F)(F)F)Cl)[N+](=O)[O-])Cl (P-ethyl-2-nitro-5-(2-chloro-4-trifluoromethylphenoxy)phenylphosphinic chloride), ON=C(C(=O)OC)C(C)C (methyl 2-hydroxyimino-3-methylbutanoate). Solvent: C(Cl)Cl (methylene chloride), C(Cl)Cl (methylene chloride). Reaction conditions: time 3 hour. Reactants: C[C@H](CC(N1CCCC1)=O)NC(=O)C1=CN(C2=NC=C(N=C21)C2=NN(C1=CC(=CC=C21)Cl)C)COCC[Si](C)(C)C (2-(6-chloro-1-methyl-1H-indazol-3-yl)-5-(2-trimethylsilanylethoxymethyl)-5H-pyrrolo[2,3-b]pyrazine-7-carboxylic acid ((R)-1-methyl-3-oxo-3-pyrrolidin-1-yl-propyl)-amide), C(=O)(C(F)(F)F)O (TFA), C(CN)N (ethylenediamine). Solvent: C(Cl)Cl (CH2Cl2). Conditions: time 3 hour. The product is C[C@H](CC(N1CCCC1)=O)NC(=O)C1=CNC2=NC=C(N=C21)C2=NN(C1=CC(=CC=C21)Cl)C (2-(6-Chloro-1-methyl-1H-indazol-3-yl)-5H-pyrrolo[2,3-b]pyrazine-7-carboxylic acid ((R)-1-methyl-3-oxo-3-pyrrolidin-1-yl-propyl)-amide). Isolated yield 65.4%. RXN SMILES: [CH3:1][C@@H:2]([NH:11][C:12]([C:14]1[C:22]2[C:17](=[N:18][CH:19]=[C:20]([C:23]3[C:31]4[C:26](=[CH:27][C:28]([Cl:32])=[CH:29][CH:30]=4)[N:25]([CH3:33])[N:24]=3)[N:21]=2)[N:16](COCC[Si](C)(C)C)[CH:15]=1)=[O:13])[CH2:3][C:4](=[O:10])[N:5]1[CH2:9][CH2:8][CH2:7][CH2:6]1.C(O)(C(F)(F)F)=O.C(N)CN>C(Cl)Cl>[CH3:1][C@@H:2]([NH:11][C:12]([C:14]1[C:22]2[C:17](=[N:18][CH:19]=[C:20]([C:23]3[C:31]4[C:26](=[CH:27][C:28]([Cl:32])=[CH:29][CH:30]=4)[N:25]([CH3:33])[N:24]=3)[N:21]=2)[NH:16][CH:15]=1)=[O:13])[CH2:3][C:4](=[O:10])[N:5]1[CH2:9][CH2:8][CH2:7][CH2:6]1. Procedure: To a solution of 2-(6-chloro-1-methyl-1H-indazol-3-yl)-5-(2-trimethylsilanylethoxymethyl)-5H-pyrrolo[2,3-b]pyrazine-7-carboxylic acid ((R)-1-methyl-3-oxo-3-pyrrolidin-1-yl-propyl)-amide (125 mg, 0.21 mmol) in CH2Cl2 (2 mL) was added TFA (0.5 mL, 6.49 mmol). The yellow reaction mixture was stirred at room temperature for 3 h then concentrated. The residue was redissolved in CH2Cl2 (2 mL) and ethylenediamine (0.4 mL, 6.0 mmol) was added. The reaction mixture was stirred at room temperature for 1 h... Reactants: FC(C(=O)O)(F)F.NN=CNC=1C=C(C=CC1)C(=O)NC1=C(C=C(C=C1)CCC(=O)OC(C)(C)C)O (1,1-dimethylethyl 4-[[[3-[(aminoiminomethyl)amino]phenyl]carbonyl]amino]-3-hydroxybenzenepropanoate, trifluoroacetate Salt), C(=O)(C(F)(F)F)O (TFA). The solvent is C(Cl)Cl (methylene chloride). Product: FC(C(=O)O)(F)F.NN=CNC=1C=C(C=CC1)C(=O)NC1=C(C=C(C=C1)CCC(=O)O)O (4-[[[3-[(aminoiminomethyl)amino]phenyl]-carbonyl]amino]-3-hydroxybenzenepropanoic Acid, trifluoroacetate Salt). Isolated yield 41.2%. Reaction SMILES: [F:1][C:2]([F:7])([F:6])[C:3]([OH:5])=[O:4].[NH2:8][N:9]=[CH:10][NH:11][C:12]1[CH:13]=[C:14]([C:18]([NH:20][C:21]2[CH:26]=[CH:25][C:24]([CH2:27][CH2:28][C:29]([O:31]C(C)(C)C)=[O:30])=[CH:23][C:22]=2[OH:36])=[O:19])[CH:15]=[CH:16][CH:17]=1.C(O)(C(F)(F)F)=O>C(Cl)Cl>[F:1][C:2]([F:7])([F:6])[C:3]([OH:5])=[O:4].[NH2:8][N:9]=[CH:10][NH:11][C:12]1[CH:13]=[C:14]([C:18]([NH:20][C:21]2[CH:26]=[CH:25][C:24]([CH2:27][CH2:28][C:29]([OH:31])=[O:30])=[CH:23][C:22]=2[OH:36])=[O:19])[CH:15]=[CH:16][CH:17]=1 |f:0.1,4.5|. Reported procedure: The compound of Example 74 (300 mg) was added to methylene chloride (5 mL) followed by the addition of TFA (2 mL). The reaction was monitored by HPLC. After the reaction was complete (2 hours) the product was purified by reverse phase chromatorgraphy (water/acetonitrile) to result in a white solid (110 mg). NMR and MS were consistent with the proposed structure. The reactants are [Li]C(C)(C)C, CC(C)(C)OC(=O)Nc1cccnc1, C1CCOC1, CN(C)C=O. The product is CC(C)(C)OC(=O)Nc1cnccc1C=O. RXN SMILES: [C:1]([Li:2])([CH3:3])([CH3:4])[CH3:5].[C:6]([CH3:7])([CH3:8])([CH3:9])[O:10][C:11]([NH:12][c:13]1[cH:14][n:15][cH:16][cH:17][cH:18]1)=[O:19].[CH2:25]1[O:26][CH2:27][CH2:28][CH2:29]1.[CH3:20][N:21]([CH:22]=[O:23])[CH3:24]>>[C:6]([CH3:7])([CH3:8])([CH3:9])[O:10][C:11]([NH:12][c:13]1[cH:14][n:15][cH:16][cH:17][c:18]1[CH:22]=[O:23])=[O:19]. Starting materials: C([O-])(O)=O.[Na+] (sodium bicarbonate), C1(=CC=C(C=C1)S(=O)(=O)O)C (p-toluenesulfonic acid), C(OC)(OC)OC (trimethyl orthoformate), C(C)OC(=O)C1C2CC(CC2C(C1=O)C(=O)OCC)=O (2,4-Bisethoxycarbonylbicyclo[3.3.0]octane-3,7-dione). Procedure: At 25° C., 330 mg of p-toluenesulfonic acid and 1.6 ml of trimethyl orthoformate are added to a solution of 9.6 g of 2,4-bisethoxycarbonylbicyclo[3.3.0]octane-3,7-dione (preparation: Reference Example 1) in 330 ml of methanol. The mixture is stirred for 3 hours at 25° C., combined with 80 ml of 5% strength sodium bicarbonate solution, extracted three times with respectively 300 ml of methylene chloride, dried over sodium sulfate, and evaporated under vacuum. The residue is purified by chromatogr... The product is C(C)OC(=O)C1C2CC(CC2C(C1=O)C(=O)OCC)(OC)OC (2,4-Bisethoxycarbonyl-7,7-dimethoxybicyclo[3.3.0]octan-3-one). As a reaction SMILES: C1(C)C=CC(S(O)(=O)=O)=CC=1.[CH:12]([O:17][CH3:18])([O:15][CH3:16])OC.[CH2:19]([O:21][C:22]([CH:24]1[C:31](=[O:32])[CH:30]([C:33]([O:35][CH2:36][CH3:37])=[O:34])[CH:29]2[CH:25]1[CH2:26]C(=O)[CH2:28]2)=[O:23])[CH3:20].C(=O)(O)[O-].[Na+]>CO>[CH2:36]([O:35][C:33]([CH:30]1[C:31](=[O:32])[CH:24]([C:22]([O:21][CH2:19][CH3:20])=[O:23])[CH:25]2[CH:29]1[CH2:28][C:12]([O:15][CH3:16])([O:17][CH3:18])[CH2:26]2)=[O:34])[CH3:37] |f:3.4|. Reaction conditions: temperature 25 celsius, time 3 hour. The solvent is CO (methanol). Starting materials: [Si](C)(C)(C(C)(C)C)O[C@@H](CC(=O)OCC)CC=C (Ethyl 3(R)-(tert-butyldimethylsilyloxy)-5-hexenoate), [OH-].[K+] (KOH). The solvent is CO (MeOH). Reaction conditions: temperature 40 celsius, time 2 hour. The product is [Si](C)(C)(C(C)(C)C)O[C@@H](CC(=O)O)CC=C ((R)-3-(tert-butyldimethylsilyloxy)-5-hexenoic acid). The yield is 94.3%. RXN SMILES: [Si:1]([O:8][C@H:9]([CH2:16][CH:17]=[CH2:18])[CH2:10][C:11]([O:13]CC)=[O:12])([C:4]([CH3:7])([CH3:6])[CH3:5])([CH3:3])[CH3:2].[OH-].[K+]>CO>[Si:1]([O:8][C@H:9]([CH2:16][CH:17]=[CH2:18])[CH2:10][C:11]([OH:13])=[O:12])([C:4]([CH3:7])([CH3:6])[CH3:5])([CH3:2])[CH3:3] |f:1.2|. Reported procedure: To a solution of ethyl 3(R)-(tert-butyldimethylsilyloxy)-5-hexenoate (4) (80.60 g, 295.8 mmol) in MeOH (500 mL) is added a 40% KOH solution (150 mL). The mixture is stirred for 2 hours at 40° C. After the mixture is cooled to ambient temperature and MeOH is removed under reduced pressure (20 mbar) at 42° C., the obtained brown solid is dissolved in H2O (700 mL). The solution is washed with t-BuMeO (1×340 mL+3×215 mL) and then acidified with 4N HCl (222 mL) to pH=2. The yellow oil that separated ... Reactants: CC(C(=O)O)CC (2-methyl-butyric acid), CC(CO)CC (2-methyl-butanol). Yields the product CC(C(=O)O)CC (2-methyl-butyric acid), C(C(C)C)(=O)O (iso-butyric acid). Reaction SMILES: [CH3:1][CH:2]([CH2:6][CH3:7])[C:3]([OH:5])=[O:4].CC(CC)CO>>[CH3:1][CH:2]([CH2:6][CH3:7])[C:3]([OH:5])=[O:4].[C:3]([OH:5])(=[O:4])[CH:2]([CH3:6])[CH3:1]. Procedure details: A process for the preparation of 2-methyl-butyric acid comprising (a) oxidizing 2-methyl-butanol with the strain Gluconobacter roseus DSM 9364 to produce 2-methyl-butyric acid and (b) recovering the 2-methyl-butyric acid produced in (a).